This data is from the Open Reaction Database (ORD), a public repository of structured organic reaction records. The task is: describe an organic reaction: reactants, conditions, products, and yield Reactants: CC1=C(C(=C2C(=N1)SC1=C2CCC1)C1=CC=C(C=C1)Cl)C(C(=O)OC)CCC (methyl [2-methyl-4-(4-chlorophenyl)-6,7-dihydro-5H-cyclopenta[4,5]thieno [2,3-b]pyridin-3-yl]pentanoate), [OH-].[Na+] (sodium hydroxide). Run in CO (methanol), C(C)O (ethanol). Yields the product CC1=C(C(=C2C(=N1)SC1=C2CCC1)C1=CC=C(C=C1)Cl)C(C(=O)O)CCC (2-[2-Methyl-4-(4-chlorophenyl)-6,7-dihydro-5H-cyclopenta[4,5]thieno[2,3-b]pyridin-3-yl]pentanoic acid). Isolated yield 61.5%. As a reaction SMILES: [CH3:1][C:2]1[N:7]=[C:6]2[S:8][C:9]3[CH2:13][CH2:12][CH2:11][C:10]=3[C:5]2=[C:4]([C:14]2[CH:19]=[CH:18][C:17]([Cl:20])=[CH:16][CH:15]=2)[C:3]=1[CH:21]([CH2:26][CH2:27][CH3:28])[C:22]([O:24]C)=[O:23].[OH-].[Na+]>CO.C(O)C>[CH3:1][C:2]1[N:7]=[C:6]2[S:8][C:9]3[CH2:13][CH2:12][CH2:11][C:10]=3[C:5]2=[C:4]([C:14]2[CH:19]=[CH:18][C:17]([Cl:20])=[CH:16][CH:15]=2)[C:3]=1[CH:21]([CH2:26][CH2:27][CH3:28])[C:22]([OH:24])=[O:23] |f:1.2|. Procedure details: To a solution of methyl [2-methyl-4-(4-chlorophenyl)-6,7-dihydro-5H-cyclopenta[4,5]thieno [2,3-b]pyridin-3-yl]pentanoate (0.049 g; 0.118 mmol) in methanol (2.5 mL) and ethanol (2.6 mL) was added a 5% sodium hydroxide solution (3.3 mL; 4.125 mmol). The reaction mixture was heated under reflux for 4.5 h. After cooling to room temperature, the reaction mixture was concentrated under reduced pressure. The residue was suspended in water, acidified with 1N HCl (pH˜2) and extracted with ethyl acetate. ... The product is C1(CC1)C(=O)C1=NNC2=NC=CC=C21 (cyclopropyl(1H-pyrazolo[3,4-b]pyridin-3-yl)methanone). Yield: 50.4%. Procedure details: Cyclopropyl(1H-pyrazolo[3,4-b]pyridin-3-yl)methanol (200 mg, 1.06 mmol) was taken up in DCM (8 mL). Dess-Martin (0.448 g, 1.06 mmol) was added to this solution, which was stirred at room temperature for 10 minutes. A solution of 10% sodium thiosulfate in saturated aqueous bicarbonate was added and resulted in a biphasic solution, which was vigorously stirred for 30 minutes. The organic layers were extracted with DCM (3×10 mL), dried over sodium sulfate and concentrated. Chromatography (EtOAc) af... Conditions: time 10 minute. Reactants: C1(CC1)C(O)C1=NNC2=NC=CC=C21 (Cyclopropyl(1H-pyrazolo[3,4-b]pyridin-3-yl)methanol), CC(=O)OI1(C=2C=CC=CC2C(=O)O1)(OC(=O)C)OC(=O)C (Dess-Martin), S(=S)(=O)([O-])[O-].[Na+].[Na+] (sodium thiosulfate). The solvent is C(Cl)Cl (DCM), C([O-])(O)=O (bicarbonate). RXN SMILES: [CH:1]1([CH:4]([C:6]2[C:14]3[C:9](=[N:10][CH:11]=[CH:12][CH:13]=3)[NH:8][N:7]=2)[OH:5])[CH2:3][CH2:2]1.CC(OI1(OC(C)=O)(OC(C)=O)OC(=O)C2C=CC=CC1=2)=O.S([O-])([O-])(=O)=S.[Na+].[Na+]>C(Cl)Cl.C(=O)(O)[O-]>[CH:1]1([C:4]([C:6]2[C:14]3[C:9](=[N:10][CH:11]=[CH:12][CH:13]=3)[NH:8][N:7]=2)=[O:5])[CH2:2][CH2:3]1 |f:2.3.4|. The reactants are COC(CC=1C=C(C(=CC1)OC)C1=C(C=C(C=C1)C(F)(F)F)CNCC)=O ((2′-ethylaminomethyl-6-methoxy-4′-trifluoromethyl-biphenyl-3-yl)-acetic acid methyl ester), O(C1=CC=CC=C1)CC(=O)Cl (phenoxyacetyl chloride). Product: COC(CC=1C=C(C(=CC1)OC)C1=C(C=C(C=C1)C(F)(F)F)CN(C(COC1=CC=CC=C1)=O)CC)=O ((2′-{[Ethyl-(2-phenoxy-acetyl)-amino]-methyl}-6-methoxy-4′-trifluoromethyl-biphenyl-3-yl)-acetic acid methyl ester). Reaction SMILES: [CH3:1][O:2][C:3](=[O:27])[CH2:4][C:5]1[CH:6]=[C:7]([C:13]2[CH:18]=[CH:17][C:16]([C:19]([F:22])([F:21])[F:20])=[CH:15][C:14]=2[CH2:23][NH:24][CH2:25][CH3:26])[C:8]([O:11][CH3:12])=[CH:9][CH:10]=1.[O:28]([CH2:35][C:36](Cl)=[O:37])[C:29]1[CH:34]=[CH:33][CH:32]=[CH:31][CH:30]=1>>[CH3:1][O:2][C:3](=[O:27])[CH2:4][C:5]1[CH:6]=[C:7]([C:13]2[CH:18]=[CH:17][C:16]([C:19]([F:20])([F:22])[F:21])=[CH:15][C:14]=2[CH2:23][N:24]([CH2:25][CH3:26])[C:36](=[O:37])[CH2:35][O:28][C:29]2[CH:34]=[CH:33][CH:32]=[CH:31][CH:30]=2)[C:8]([O:11][CH3:12])=[CH:9][CH:10]=1. Procedure: Prepared according to the procedure described in Example 1, Step 6, using the following starting materials: (2′-ethylaminomethyl-6-methoxy-4′-trifluoromethyl-biphenyl-3-yl)-acetic acid methyl ester and phenoxyacetyl chloride. Starting materials: BrC=1C=CC(=C(CN(CC)C2=CC=C(N=N2)C(=O)OCCCC)C1)O (n-butyl 6-[N-(5-bromo-2-hydroxybenzyl)-N-ethylamino]pyridazine-3-carboxylate), BrCC1CC1 (bromomethylcyclopropane), C([O-])([O-])=O.[K+].[K+] (potassium carbonate). Run in CN(C)C=O (DMF). Run at time 60 hour. Product: BrC=1C=CC(=C(CN(CC)C2=CC=C(N=N2)C(=O)OCCCC)C1)OCC1CC1 (Butyl 6-[N-(5-bromo-2-cyclopropylmethoxybenzyl)-N-ethylamino]pyridazine-3-carboxylate). Yield: 94.0%. Reaction SMILES: [Br:1][C:2]1[CH:3]=[CH:4][C:5]([OH:25])=[C:6]([CH:24]=1)[CH2:7][N:8]([C:11]1[N:16]=[N:15][C:14]([C:17]([O:19][CH2:20][CH2:21][CH2:22][CH3:23])=[O:18])=[CH:13][CH:12]=1)[CH2:9][CH3:10].Br[CH2:27][CH:28]1[CH2:30][CH2:29]1.C(=O)([O-])[O-].[K+].[K+]>CN(C=O)C>[Br:1][C:2]1[CH:3]=[CH:4][C:5]([O:25][CH2:27][CH:28]2[CH2:30][CH2:29]2)=[C:6]([CH:24]=1)[CH2:7][N:8]([C:11]1[N:16]=[N:15][C:14]([C:17]([O:19][CH2:20][CH2:21][CH2:22][CH3:23])=[O:18])=[CH:13][CH:12]=1)[CH2:9][CH3:10] |f:2.3.4|. Procedure: A solution of n-butyl 6-[N-(5-bromo-2-hydroxybenzyl)-N-ethylamino]pyridazine-3-carboxylate (reference example 3) (0.286 g, 0.69 mmol) in DMF (3.5 ml) was treated with bromomethylcyclopropane (0.1 g, 0.78 mmol) and potassium carbonate (0.473 g, 3.4 mmol). The reaction was allowed to stir at ambient temperature for 60 hours. The solvent was evaporated at reduced pressure (vacuum pump) and the residue partitioned between ethyl acetate and water. The aqueous layer was extracted with ethyl acetate (2... Yields the product Clc1ccc(CN2CC=C(c3cc4ccccc4s3)CC2)cc1. Starting materials: O=C([O-])[O-], Clc1ccc(CBr)cc1, Cl, [K+], [K+], CN(C)C=O, C1=C(c2cc3ccccc3s2)CCNC1. As a reaction SMILES: [C:17](=[O:18])([O-:19])[O-:20].[Cl:23][c:24]1[cH:25][cH:26][c:27]([CH2:28][Br:29])[cH:30][cH:31]1.[ClH:1].[K+:21].[K+:22].[O:32]=[CH:33][N:34]([CH3:35])[CH3:36].[s:2]1[c:3]([C:11]2=[CH:16][CH2:15][NH:14][CH2:13][CH2:12]2)[cH:4][c:5]2[c:6]1[cH:7][cH:8][cH:9][cH:10]2>>[s:2]1[c:3]([C:11]2=[CH:16][CH2:15][N:14]([CH2:28][c:27]3[cH:26][cH:25][c:24]([Cl:23])[cH:31][cH:30]3)[CH2:13][CH2:12]2)[cH:4][c:5]2[c:6]1[cH:7][cH:8][cH:9][cH:10]2. Reactants: CSC=1NC(C(=CN1)C(=O)OCC)=O (Ethyl 1,6-dihydro-2-methylthio-6-oxo-5-pyrimidinecarboxylate), C(CCC)OC(C1=CC=C(C=C1)N)=O (butyl -4-aminobenzoate). The solvent is C(C)O (ethanol). Reaction conditions: time 48 hour. Product: C(CCC)OC(=O)C1=CC=C(NC=2NC(C(=CN2)C(=O)OCC)=O)C=C1 (ethyl 1,6-dihydro-2-(4-butoxycarbonylanilino)-6-oxo-5-pyrimidinecarboxylate). The yield is 41.7%. Reaction SMILES: CS[C:3]1[NH:4][C:5](=[O:14])[C:6]([C:9]([O:11][CH2:12][CH3:13])=[O:10])=[CH:7][N:8]=1.[CH2:15]([O:19][C:20](=[O:28])[C:21]1[CH:26]=[CH:25][C:24]([NH2:27])=[CH:23][CH:22]=1)[CH2:16][CH2:17][CH3:18]>C(O)C>[CH2:15]([O:19][C:20]([C:21]1[CH:22]=[CH:23][C:24]([NH:27][C:3]2[NH:4][C:5](=[O:14])[C:6]([C:9]([O:11][CH2:12][CH3:13])=[O:10])=[CH:7][N:8]=2)=[CH:25][CH:26]=1)=[O:28])[CH2:16][CH2:17][CH3:18]. Procedure details: Ethyl 1,6-dihydro-2-methylthio-6-oxo-5-pyrimidinecarboxylate (10 g) and butyl -4-aminobenzoate (10.8 g) are added to ethanol (100 ml), and the mixture is refluxed with stirring for 48 hours. After cooling, the precipitate is collected by filtration and recrystallized from a mixture of DMF and water to give ethyl 1,6-dihydro-2-(4-butoxycarbonylanilino)-6-oxo-5-pyrimidinecarboxylate (7.0 g). M.p. 281°-283° C. Reactants: FC1=CC(=C(N)C=C1)[N+](=O)[O-] (4-fluoro-2-nitroaniline), OS(=O)(=O)O.O (H2SO4 H2O), OCC(O)CO (glycerol), [Na+].[N+](=O)([O-])C=1C=C(C=CC1)S(=O)(=O)[O-] (3-nitrobenzenesulfonic acid sodium salt). Product: FC=1C=C2C=CC=NC2=C(C1)[N+](=O)[O-] (6-Fluoro-8-nitroquinoline). Isolated yield 84.4%. Reaction SMILES: [F:1][C:2]1[CH:8]=[CH:7][C:5]([NH2:6])=[C:4]([N+:9]([O-:11])=[O:10])[CH:3]=1.O[CH2:13][CH:14]([CH2:16]O)O.[Na+].[N+](C1C=C(S([O-])(=O)=O)C=CC=1)([O-])=O.OS(O)(=O)=O.O>>[F:1][C:2]1[CH:8]=[C:7]2[C:5](=[C:4]([N+:9]([O-:11])=[O:10])[CH:3]=1)[N:6]=[CH:16][CH:14]=[CH:13]2 |f:2.3,4.5|. Procedure: In a similar fashion using route 10 general procedure 20, 4-fluoro-2-nitroaniline (1.0 g, 6.41 mmol), glycerol (1.83 g, 19.9 mmol), 3-nitrobenzenesulfonic acid sodium salt (1.8 g, 8.33 mmol) and H2SO4/H2O (6 ml, 7:5) gave the title compound (1.04 g, 84%) which was used in the next step without purification.